This data is from the Open Reaction Database (ORD), a public repository of structured organic reaction records. The task is: describe an organic reaction: reactants, conditions, products, and yield Starting materials: Cl.NC=1C=NC2=CC=CC=C2C1O (3-Aminoquinolin-4-ol hydrochloride), C(CC)(=O)OC(CC)=O (propanoic anhydride), [OH-].[Na+] (sodium hydroxide). Run in O (water). Yields the product C(C)C=1OC2=C(C=NC=3C=CC=CC23)N1 (2-ethyloxazolo[4,5-c]quinoline). Reaction SMILES: Cl.[NH2:2][C:3]1[CH:4]=[N:5][C:6]2[C:11]([C:12]=1[OH:13])=[CH:10][CH:9]=[CH:8][CH:7]=2.[C:14](OC(=O)CC)(=O)[CH2:15][CH3:16].[OH-].[Na+]>O>[CH2:15]([C:16]1[O:13][C:12]2[C:11]3[CH:10]=[CH:9][CH:8]=[CH:7][C:6]=3[N:5]=[CH:4][C:3]=2[N:2]=1)[CH3:14] |f:0.1,3.4|. Procedure: 3-Aminoquinolin-4-ol hydrochloride (6 g) was refluxed with propanoic anhydride (8 eq.) until analysis by thin layer chromatography indicated that the reaction was complete. The reaction mixture was cooled, diluted with ice and water, made basic with 10% sodium hydroxide and then extracted with dichloromethane. The extract was washed with water and brine, dried over magnesium sulfate and then concentrated under vacuum. The residue was purified by column chromatography (silica gel eluting with met... Starting materials: C([O-])(O)=O.[Na+] (sodium bicarbonate), C(C)(C)N(C(C)C)CC (N,N-diisopropylethylamine), BrCC1=CC=C(C=C1)C(C(=O)Cl)C1CCCC1 ([4-(bromomethyl)phenyl](cyclopentyl)acetyl chloride), NC1=C2CC(CC2=CC=C1)C(=O)OC (rac-Methyl 4-amino-2,3-dihydro-1H-indene-2-carboxylate). The solvent is C1CCOC1 (THF). Run at temperature 0 celsius, time 30 minute. The product is BrCC1=CC=C(C=C1)C(C(=O)NC1=C2CC(CC2=CC=C1)C(=O)OC)C1CCCC1 (Methyl 4-({[4-(bromomethyl)phenyl](cyclopentyl)acetyl}amino)-2,3-dihydro-1H-indene-2-carboxylate). Reaction SMILES: [NH2:1][C:2]1[CH:10]=[CH:9][CH:8]=[C:7]2[C:3]=1[CH2:4][CH:5]([C:11]([O:13][CH3:14])=[O:12])[CH2:6]2.C(N(CC)C(C)C)(C)C.[Br:24][CH2:25][C:26]1[CH:31]=[CH:30][C:29]([CH:32]([CH:36]2[CH2:40][CH2:39][CH2:38][CH2:37]2)[C:33](Cl)=[O:34])=[CH:28][CH:27]=1.C(=O)(O)[O-].[Na+]>C1COCC1>[Br:24][CH2:25][C:26]1[CH:31]=[CH:30][C:29]([CH:32]([CH:36]2[CH2:40][CH2:39][CH2:38][CH2:37]2)[C:33]([NH:1][C:2]2[CH:10]=[CH:9][CH:8]=[C:7]3[C:3]=2[CH2:4][CH:5]([C:11]([O:13][CH3:14])=[O:12])[CH2:6]3)=[O:34])=[CH:28][CH:27]=1 |f:3.4|. Reported procedure: 235 mg (1.228 mmol) of methyl 4-amino-2,3-dihydro-1H-indene-2-carboxylate (racemic; Example 88A) were dissolved in 10 ml of THF, and 428 mg (4.911 mmol) of N,N-diisopropylethylamine and 388 mg (1.228 mmol) of [4-(bromomethyl)phenyl](cyclopentyl)acetyl chloride were added at 0° C. The mixture was stirred at 0° C. for 30 min. Saturated aqueous sodium bicarbonate solution was then added, and the mixture was extracted with ethyl acetate. The combined organic phases were dried over sodium sulfate and... Reactants: [H-].[Al+3].[Li+].[H-].[H-].[H-] (lithium aluminum hydride), COC(=O)C=1N(C(=NC1)C1=CC=C(C=C1)CN1C=NC2=C1C=CC=C2)C (2-(4-benzoimidazol-1-ylmethyl-phenyl)-3-methyl-3H-imidazole-4-carboxylic acid methyl ester). Solvent: O1CCCC1 (tetrahydrofuran), O1CCCC1 (tetrahydrofuran). Run at temperature -5 celsius, time 1 hour. The product is N1(C=NC2=C1C=CC=C2)CC2=CC=C(C=C2)C2=NC=C(N2C)CO ([2-(4-Benzoimidazol-1-ylmethyl-phenyl)-3-methyl-3H-imidazol-4-yl]-methanol). RXN SMILES: [H-].[Al+3].[Li+].[H-].[H-].[H-].C[O:8][C:9]([C:11]1[N:12]([CH3:32])[C:13]([C:16]2[CH:21]=[CH:20][C:19]([CH2:22][N:23]3[C:27]4[CH:28]=[CH:29][CH:30]=[CH:31][C:26]=4[N:25]=[CH:24]3)=[CH:18][CH:17]=2)=[N:14][CH:15]=1)=O>O1CCCC1>[N:23]1([CH2:22][C:19]2[CH:18]=[CH:17][C:16]([C:13]3[N:12]([CH3:32])[C:11]([CH2:9][OH:8])=[CH:15][N:14]=3)=[CH:21][CH:20]=2)[C:27]2[CH:28]=[CH:29][CH:30]=[CH:31][C:26]=2[N:25]=[CH:24]1 |f:0.1.2.3.4.5|. Procedure details: To a suspension of lithium aluminum hydride (60.8 mg, 1.6 mmol) in anhydrous tetrahydrofuran (4 mL) under nitrogen cooled to −5° C. was added dropwise a solution of 2-(4-benzoimidazol-1-ylmethyl-phenyl)-3-methyl-3H-imidazole-4-carboxylic acid methyl ester (280 mg, 0.8 mmol) in anhydrous tetrahydrofuran (2 mL) over 10 min and the reaction mixture was allowed to stir at for 1 h. The reaction mixture was quenched with water (0.06 mL), aqueous sodium hydroxide (2.5 N, 0.21 mL), and again water (0.06... Reactants: O=C([O-])[O-], Cn1c(=O)c2[nH]cnc2n(C)c1=O, O=C(c1ccc(Cl)cc1)c1cccc(CBr)c1, [K+], [K+], CN(C)C=O, O. Product: Cn1c(=O)c2c(ncn2Cc2cccc(C(=O)c3ccc(Cl)cc3)c2)n(C)c1=O. RXN SMILES: [C:14](=[O:15])([O-:16])[O-:17].[CH3:1][n:2]1[c:3]2[n:4][cH:5][nH:6][c:7]2[c:8](=[O:9])[n:10]([CH3:11])[c:12]1=[O:13].[Cl:20][c:21]1[cH:22][cH:23][c:24]([C:25](=[O:26])[c:27]2[cH:28][c:29]([CH2:30][Br:31])[cH:32][cH:33][cH:34]2)[cH:35][cH:36]1.[K+:18].[K+:19].[O:37]=[CH:38][N:39]([CH3:40])[CH3:41].[OH2:42]>>[CH3:1][n:2]1[c:3]2[n:4][cH:5][n:6]([CH2:30][c:29]3[cH:28][c:27]([C:25]([c:24]4[cH:23][cH:22][c:21]([Cl:20])[cH:36][cH:35]4)=[O:26])[cH:34][cH:33][cH:32]3)[c:7]2[c:8](=[O:9])[n:10]([CH3:11])[c:12]1=[O:13]. The reactants are B, CSC, N#CCc1ccc(F)c(OCC(F)(F)F)c1, C1CCOC1. The product is NCCc1ccc(F)c(OCC(F)(F)F)c1. As a reaction SMILES: [BH3:4].[CH3:1][S:2][CH3:3].[F:5][c:6]1[c:7]([O:15][CH2:16][C:17]([F:18])([F:19])[F:20])[cH:8][c:9]([CH2:12][C:13]#[N:14])[cH:10][cH:11]1.[O:21]1[CH2:22][CH2:23][CH2:24][CH2:25]1>>[F:5][c:6]1[c:7]([O:15][CH2:16][C:17]([F:18])([F:19])[F:20])[cH:8][c:9]([CH2:12][CH2:13][NH2:14])[cH:10][cH:11]1. Starting materials: [BH4-].[Na+] (sodium borohydride), O (water), C(CCC)OC(C)O[C@@H](C(=O)OCC(C)C)C (isobutyl (R)-(+)-2-(1-n-butoxyethoxy)propionate), CO (methanol). The solvent is C1(=CC=CC=C1)C (toluene). Yields the product C(CCC)OC(C)O[C@@H](CO)C ((R)-(−)-2-(1-n-Butoxyethoxy)-1-propanol). The yield is 91.4%. RXN SMILES: [BH4-].[Na+].[CH2:3]([O:7][CH:8]([O:10][C@H:11]([CH3:19])[C:12](OCC(C)C)=[O:13])[CH3:9])[CH2:4][CH2:5][CH3:6].CO.O>C1(C)C=CC=CC=1>[CH2:3]([O:7][CH:8]([O:10][C@H:11]([CH3:19])[CH2:12][OH:13])[CH3:9])[CH2:4][CH2:5][CH3:6] |f:0.1|. Reported procedure: 8.4 g (0.204 mole) of sodium borohydride was suspended at room temperature in a solution of 44.1 g (0.17 mole) of the isobutyl (R)-(+)-2-(1-n-butoxyethoxy)propionate (obtained in Reference Example 6) dissolved in 170 ml of toluene. Thereto was dropwise added slowly 41.3 ml (1.02 mole) of methanol with stirring, so that the internal temperature of the reaction system could be kept at 40° C. After the completion of the dropwise addition, the resulting mixture was stirred at room temperature for 5 ... Starting materials: Brc1ccccc1, O=C([O-])[O-], COC(=O)c1cc(F)c(C(=O)OC)cc1N, Cc1ccccc1, [Cs+], [Cs+], CC(=O)[O-], CC(=O)[O-], [Pd+2]. The product is COC(=O)c1cc(Nc2ccccc2)c(C(=O)OC)cc1F. Reaction SMILES: [Br:17][c:18]1[cH:19][cH:20][cH:21][cH:22][cH:23]1.[C:24](=[O:25])([O-:26])[O-:27].[CH3:1][O:2][C:3]([c:4]1[c:5]([NH2:15])[cH:6][c:7]([C:8](=[O:9])[O:10][CH3:11])[c:12]([F:14])[cH:13]1)=[O:16].[CH3:39][c:40]1[cH:41][cH:42][cH:43][cH:44][cH:45]1.[Cs+:28].[Cs+:29].[O-:31][C:32]([CH3:33])=[O:34].[O-:35][C:36]([CH3:37])=[O:38].[Pd+2:30]>>[CH3:1][O:2][C:3]([c:4]1[c:5]([NH:15][c:18]2[cH:19][cH:20][cH:21][cH:22][cH:23]2)[cH:6][c:7]([C:8](=[O:9])[O:10][CH3:11])[c:12]([F:14])[cH:13]1)=[O:16]. Starting materials: COC(=O)CNC(=O)C1=C(C=C(C=C1)OCC1=CSC=C1)OCOCC[Si](C)(C)C (1-[N-(methoxycarbonylmethyl)carbamoyl]-2-[2-(trimethylsilyl)ethoxy]methoxy-4-(3-thienylmethoxy)benzene), [F-].C(CCC)[N+](CCCC)(CCCC)CCCC (tetrabutylammonium fluoride), solution. Run in O1CCCC1 (tetrahydrofuran), O1CCCC1 (tetrahydrofuran). Reaction conditions: time 1 hour. Product: COC(=O)CNC(=O)C1=C(C=C(C=C1)OCC1=CSC=C1)O (2-[N-(methoxycarbonylmethyl)carbamoyl]-5-(3-thienylmethoxy)phenol). Isolated yield 97.9%. Reaction SMILES: [CH3:1][O:2][C:3]([CH2:5][NH:6][C:7]([C:9]1[CH:14]=[CH:13][C:12]([O:15][CH2:16][C:17]2[CH:21]=[CH:20][S:19][CH:18]=2)=[CH:11][C:10]=1[O:22]COCC[Si](C)(C)C)=[O:8])=[O:4].[F-].C([N+](CCCC)(CCCC)CCCC)CCC>O1CCCC1>[CH3:1][O:2][C:3]([CH2:5][NH:6][C:7]([C:9]1[CH:14]=[CH:13][C:12]([O:15][CH2:16][C:17]2[CH:21]=[CH:20][S:19][CH:18]=2)=[CH:11][C:10]=1[OH:22])=[O:8])=[O:4] |f:1.2|. Reported procedure: A mixture of 1-[N-(methoxycarbonylmethyl)carbamoyl]-2-[2-(trimethylsilyl)ethoxy]methoxy-4-(3-thienylmethoxy)benzene (3.3 g), tetrabutylammonium fluoride (20 mL of a 1 M solution in tetrahydrofuran) and tetrahydrofuran (30 mL) is stirred at ambient temperature for one hour and at reflux for 45 minutes, then it is cooled to ambient temperature and concentrated in vacuo. The resulting residue is partitioned between ethyl acetate (100 mL) and saturated brine (100 mL), and the organic layer is washed... Product: C(C1=CC=CC=C1)N1C=C(C2=C(C=CC=C12)C1=CC=C(C=C1)OC(F)(F)F)C(C(=O)O)=O ({1-Benzyl-4-[4-(trifluoromethoxy)phenyl]-1H-indol-3-yl}(oxo)acetic acid). Reaction SMILES: [CH2:1]([N:8]1[C:16]2[C:11](=[C:12]([C:17]3[CH:22]=[CH:21][C:20]([O:23][C:24]([F:27])([F:26])[F:25])=[CH:19][CH:18]=3)[CH:13]=[CH:14][CH:15]=2)[C:10]([C:28](=[O:34])[C:29]([O:31]CC)=[O:30])=[CH:9]1)[C:2]1[CH:7]=[CH:6][CH:5]=[CH:4][CH:3]=1.[OH-].[K+]>C1COCC1.O>[CH2:1]([N:8]1[C:16]2[C:11](=[C:12]([C:17]3[CH:22]=[CH:21][C:20]([O:23][C:24]([F:27])([F:25])[F:26])=[CH:19][CH:18]=3)[CH:13]=[CH:14][CH:15]=2)[C:10]([C:28](=[O:34])[C:29]([OH:31])=[O:30])=[CH:9]1)[C:2]1[CH:3]=[CH:4][CH:5]=[CH:6][CH:7]=1 |f:1.2|. Run in C1CCOC1 (THF), O (water). Reactants: C(C1=CC=CC=C1)N1C=C(C2=C(C=CC=C12)C1=CC=C(C=C1)OC(F)(F)F)C(C(=O)OCC)=O (ethyl {1-benzyl-4-[4-(trifluoromethoxy)phenyl]-1H-indol-3-yl}(oxo)acetate), [OH-].[K+] (potassium hydroxide). The yield is 83.5%. Reported procedure: {1-Benzyl-4-[4-(trifluoromethoxy)phenyl]-1H-indol-3-yl}(oxo)acetic acid was prepared from ethyl {1-benzyl-4-[4-(trifluoromethoxy)phenyl]-1H-indol-3-yl}(oxo)acetate (0.167 g, 0.357 mmol), and potassium hydroxide (0.103 g, 1.84 mmol) in THF (5 mL) and water (5 mL), according to the procedure described in Step 4 of Example 5. Drying for 12 hours at 90° C. furnished the title compound as a light yellow solid (0.131 g, 83%), mp: 167-169° C. (dec.). Mass spectrum (+ESI, [M+H]+) m/z 440; 1HNMR (500 MHz...